Dataset: the Open Reaction Database (ORD), a public repository of structured organic reaction records. Task: describe an organic reaction: reactants, conditions, products, and yield Reactants: OCCC1=CC2=C(OC=C2)C=C1 (5-(2-hydroxyethyl)benzo[b]furan), C(C1=CC=CC=C1)Br (benzyl bromide), [H-].[Na+] (sodium hydride). The product is C(C1=CC=CC=C1)OCCC1=CC2=C(OC=C2)C=C1 (5-(2-Benzyloxyethyl)benzo[b]furan). RXN SMILES: [OH:1][CH2:2][CH2:3][C:4]1[CH:12]=[CH:11][C:7]2[O:8][CH:9]=[CH:10][C:6]=2[CH:5]=1.[CH2:13](Br)[C:14]1[CH:19]=[CH:18][CH:17]=[CH:16][CH:15]=1.[H-].[Na+]>>[CH2:13]([O:1][CH2:2][CH2:3][C:4]1[CH:12]=[CH:11][C:7]2[O:8][CH:9]=[CH:10][C:6]=2[CH:5]=1)[C:14]1[CH:19]=[CH:18][CH:17]=[CH:16][CH:15]=1 |f:2.3|. Reported procedure: The title compound is prepared by benzylation of 5-(2-hydroxyethyl)benzo[b]furan with benzyl bromide in the presence of sodium hydride.